Dataset: the Open Reaction Database (ORD), a public repository of structured organic reaction records. Task: describe an organic reaction: reactants, conditions, products, and yield The reactants are N#CCCNCc1ccccc1, CCO, CC(C)=O, Cl. The product is CC(=O)CCN(CCC#N)Cc1ccccc1. Reaction SMILES: [C:1](#[N:2])[CH2:3][CH2:4][NH:5][CH2:6][c:7]1[cH:8][cH:9][cH:10][cH:11][cH:12]1.[CH3:14][CH2:15][OH:16].[CH3:17][C:18]([CH3:19])=[O:20].[ClH:13]>>[C:1](#[N:2])[CH2:3][CH2:4][N:5]([CH2:6][c:7]1[cH:8][cH:9][cH:10][cH:11][cH:12]1)[CH2:14][CH2:17][C:18]([CH3:19])=[O:20]. The reactants are COC(C1=CN=C(C=C1)OCC=1C(=NOC1C)CCCC)=O (6-(3-butyl-5-methyl-isoxazol-4-ylmethoxy)-nicotinic acid methyl ester), C1(CC1)N (cyclopropylamine). Product: C(CCC)C1=NOC(=C1COC1=NC=C(C(=O)NC2CC2)C=C1)C (6-((3-Butyl-5-methyl-isoxazol-4-yl)methoxy)-N-cyclopropyl-nicotinamide). Yield: 17.0%. As a reaction SMILES: CO[C:3](=[O:22])[C:4]1[CH:9]=[CH:8][C:7]([O:10][CH2:11][C:12]2[C:13]([CH2:18][CH2:19][CH2:20][CH3:21])=[N:14][O:15][C:16]=2[CH3:17])=[N:6][CH:5]=1.[CH:23]1([NH2:26])[CH2:25][CH2:24]1>>[CH2:18]([C:13]1[C:12]([CH2:11][O:10][C:7]2[CH:8]=[CH:9][C:4]([C:3]([NH:26][CH:23]3[CH2:25][CH2:24]3)=[O:22])=[CH:5][N:6]=2)=[C:16]([CH3:17])[O:15][N:14]=1)[CH2:19][CH2:20][CH3:21]. Procedure: As described for example 5d, 6-(3-butyl-5-methyl-isoxazol-4-ylmethoxy)-nicotinic acid methyl ester (537 mg, 1.5 mmol) was converted, using cyclopropylamine instead of isopropylamine, to the title compound (85 mg, 17%) which was obtained as a white solid after purification by chromatography (silica, 0 to 50% ethyl acetate in heptane). MS: m/e=330.4 [M+H]+. The reactants are CC1(NC(CC(C1)O)(C)C)C (2,2,6,6-tetramethyl-piperidin-4ol), C(OCC=C)(OCC=C)=O (di-allyl carbonate). Conditions: temperature 110 celsius, time 6 hour. The product is C(C=C)N1C(CC(CC1(C)C)O)(C)C (1-allyl-2,2,6,6-tetramethyl-piperidin-4ol). Isolated yield 85.0%. Reagents/catalysts: Cl[Pd]Cl (PdCl2). As a reaction SMILES: [CH3:1][C:2]1([CH3:11])[CH2:7][CH:6]([OH:8])[CH2:5][C:4]([CH3:10])([CH3:9])[NH:3]1.C(=O)(OCC=C)O[CH2:14][CH:15]=[CH2:16]>Cl[Pd]Cl>[CH2:16]([N:3]1[C:4]([CH3:10])([CH3:9])[CH2:5][CH:6]([OH:8])[CH2:7][C:2]1([CH3:11])[CH3:1])[CH:15]=[CH2:14]. Procedure: 2,2,6,6-tetramethyl-piperidin-4ol (0.5 g, 3.18 mmol), PdCl2 (20 mg, 0.11 mmol) and di-allyl carbonate (5 ml, 36 mmol) are charged, under inert atmosphere, into a 10 ml-flask equipped with a reflux condenser. The reaction mixture is then heated to 110° C. under stirring for about 6 hours. Gas-chromatographic analysis shows that the reaction afforded the desired 1-allyl-2,2,6,6-tetramethyl-piperidin-4ol in 85% yield (calculated on the starting piperidinol) and >98% selectivity.